From a dataset of the Open Reaction Database (ORD), a public repository of structured organic reaction records. describe an organic reaction: reactants, conditions, products, and yield Starting materials: CCCOc1cc2c(cc1[Se]c1ccc(C(=O)OCC)cn1)C(C)(C)CCC2(C)C, CCO, [Na+], [OH-]. Yields the product CCCOc1cc2c(cc1[Se]c1ccc(C(=O)O)cn1)C(C)(C)CCC2(C)C. RXN SMILES: [CH3:1][C:2]1([CH3:30])[c:3]2[cH:4][c:5]([O:26][CH2:27][CH2:28][CH3:29])[c:6]([Se:14][c:15]3[n:16][cH:17][c:18]([C:19](=[O:20])[O:21][CH2:22][CH3:23])[cH:24][cH:25]3)[cH:7][c:8]2[C:9]([CH3:12])([CH3:13])[CH2:10][CH2:11]1.[CH3:33][CH2:34][OH:35].[Na+:32].[OH-:31]>>[CH3:1][C:2]1([CH3:30])[c:3]2[cH:4][c:5]([O:26][CH2:27][CH2:28][CH3:29])[c:6]([Se:14][c:15]3[n:16][cH:17][c:18]([C:19](=[O:20])[OH:21])[cH:24][cH:25]3)[cH:7][c:8]2[C:9]([CH3:12])([CH3:13])[CH2:10][CH2:11]1.